From a dataset of the Open Reaction Database (ORD), a public repository of structured organic reaction records. describe an organic reaction: reactants, conditions, products, and yield Run at time 18 hour. Reaction SMILES: [H-].[Na+].[CH3:3][N:4]1[C:10]2[CH:11]=[CH:12][CH:13]=[CH:14][C:9]=2[NH:8][C:7](=[O:15])[C:6]2=[CH:16][S:17][CH:18]=[C:5]12.[CH3:19][N:20]([CH2:22][CH2:23][CH2:24]Cl)[CH3:21]>CN(C)C=O>[CH3:19][N:20]([CH3:21])[CH2:22][CH2:23][CH2:24][N:8]1[C:9]2[CH:14]=[CH:13][CH:12]=[CH:11][C:10]=2[N:4]([CH3:3])[C:5]2=[CH:18][S:17][CH:16]=[C:6]2[C:7]1=[O:15] |f:0.1|. Procedure: A mixture of 0.3 g. of 55% sodium hydride-mineral oil dispersion and 0.35 g. of 4,9-dihydro-4-methyl-10H-thieno-[3,4-b][1,5]benzodiazepin-10-one in 25 ml. of dry dimethylformamide is stirred at room temperature for 0.5 hours. To the mixture is added 0.45 g. of dimethylaminopropyl chloride and stirring at room temperature is continued for 18 hours. The reaction mixture is cooled, quenched with water, acidified, decolorized and filtered. The filtrate is made alkaline and extracted with chloroform.... Solvent: CN(C=O)C (dimethylformamide). Reactants: [H-].[Na+] (sodium hydride), CN1C=2C(C(NC3=C1C=CC=C3)=O)=CSC2 (4,9-dihydro-4-methyl-10H-thieno-[3,4-b][1,5]benzodiazepin-10-one), CN(C)CCCCl (dimethylaminopropyl chloride). Yields the product CN(CCCN1C(C=2C(N(C3=C1C=CC=C3)C)=CSC2)=O)C (4,9-Dihydro-9-(3-dimethylaminopropyl)-4-methyl-10H-thieno[3,4-b][1,5]benzodiazepin-10-one). The reactants are O (water), Cl.CCOCC (HCl Et2O), ClC1=CC(=NC2=CC=CC=C12)N1CC2=CC=CC=C2CC1 (4-Chloro-2-(3,4-dihydro-1H-isoquinolin-2-yl)-quinoline), C(O)CN (ethanolamine), O (water). Run in C(C)(=O)OCC (ethyl acetate), CO (MeOH). Reaction conditions: temperature 155 celsius. Yields the product Cl.C1N(CCC2=CC=CC=C12)C1=NC2=CC=CC=C2C(=C1)NCCO (2-[2-(3,4-dihydro-1H-isoquinolin-2-yl)-quinolin-4-ylamino]-ethanol hydrochloride). Yield: 26.4%. As a reaction SMILES: [Cl:1][C:2]1[C:11]2[C:6](=[CH:7][CH:8]=[CH:9][CH:10]=2)[N:5]=[C:4]([N:12]2[CH2:21][CH2:20][C:19]3[C:14](=[CH:15][CH:16]=[CH:17][CH:18]=3)[CH2:13]2)[CH:3]=1.[CH2:22]([CH2:24][NH2:25])[OH:23].O.Cl.CCOCC>C(OCC)(=O)C.CO>[ClH:1].[CH2:13]1[C:14]2[C:19](=[CH:18][CH:17]=[CH:16][CH:15]=2)[CH2:20][CH2:21][N:12]1[C:4]1[CH:3]=[C:2]([NH:25][CH2:24][CH2:22][OH:23])[C:11]2[C:6](=[CH:7][CH:8]=[CH:9][CH:10]=2)[N:5]=1 |f:3.4,7.8|. Procedure details: 4-Chloro-2-(3,4-dihydro-1H-isoquinolin-2-yl)-quinoline (0.5 g, 1.7 mmol) and ethanolamine (0.61 ml, 10.2 mmol) were mixed and heated at 150-160° C. for 16 hours. The reaction mixture was cooled to room temperature and water (20 ml) was added. After decantation of water, the gummy residue was dissolved in ethyl acetate, dried over Na2SO4 and the solvent was evaporated. The residue was chromatographed over silica gel (CH2Cl2—MeOH, 9:1 then 4:1) to provide a white foam which was dissolved in MeOH (... Reactants: crude intermediate, CN (methylamine), BrC(C(=O)Br)CC (2-Bromobutanoyl bromide), N1=CN=CC(=C1)C=1C=CC(=NC1C#CC=1C=C2C=CC=NC2=CC1)N (5-pyrimidin-5-yl-6-(2-quinolin-6-ylethynyl)pyridin-2-amine), CCN(C(C)C)C(C)C (DIPEA). Run in C(Cl)Cl (DCM), C1CCOC1 (THF), C(Cl)Cl (DCM), CN1CCCC1=O (NMP). Reaction conditions: time 1 hour. The product is C(C)NC(C(=O)NC1=NC(=C(C=C1)C=1C=NC=NC1)C#CC=1C=C2C=CC=NC2=CC1)CC (2-(ethylamino)-N-[5-pyrimidin-5-yl-6-(2-quinolin-6-ylethynyl)pyridin-2-yl]butanamide). RXN SMILES: [N:1]1[CH:6]=[C:5]([C:7]2[CH:8]=[CH:9][C:10]([NH2:25])=[N:11][C:12]=2[C:13]#[C:14][C:15]2[CH:16]=[C:17]3[C:22](=[CH:23][CH:24]=2)[N:21]=[CH:20][CH:19]=[CH:18]3)[CH:4]=[N:3][CH:2]=1.[CH3:26][CH2:27][N:28](C(C)C)C(C)C.Br[CH:36]([CH2:40][CH3:41])[C:37](Br)=[O:38].CN>C(Cl)Cl.C1COCC1.CN1C(=O)CCC1>[CH2:27]([NH:28][CH:36]([CH2:40][CH3:41])[C:37]([NH:25][C:10]1[CH:9]=[CH:8][C:7]([C:5]2[CH:6]=[N:1][CH:2]=[N:3][CH:4]=2)=[C:12]([C:13]#[C:14][C:15]2[CH:16]=[C:17]3[C:22](=[CH:23][CH:24]=2)[N:21]=[CH:20][CH:19]=[CH:18]3)[N:11]=1)=[O:38])[CH3:26]. Procedure: 5-pyrimidin-5-yl-6-(2-quinolin-6-ylethynyl)pyridin-2-amine G2b (600 mg, 1.86 mmol) is mixed with NMP (10 ml) and DIPEA (1.42 ml, 8.35 mmol). 2-Bromobutanoyl bromide (985 μl, 8.17 mmol) is added dropwise. The mixture stirred for 1 h at RT. The mixture is diluted with DCM and extracted with a saturated aqueous solution of NaHCO3. The combined organic layers are dried over MgSO4 and concentrated in vacuo. The crude intermediate is mixed with a THF solution of methylamine (2 mol/l, 5 ml, 10 mmol) an... The reactants are Cl.Cl.NC1=CC=C(CCN2C(C3=CC(=C(C=C3CC2)OC)OC)C)C=C1 (N-(4-Aminophenethyl)-1,2,3,4-tetrahydro-6,7-dimethoxy-1-methylisoquinoline dihydrochloride), Br (HBr). Run at time 1 hour. Yields the product Br.Br.NC1=CC=C(CCN2C(C3=CC(=C(C=C3CC2)O)O)C)C=C1 (N-(4-aminophenethyl)-1,2,3,4-tetrahydro-6,7-dihydroxy-1-methylisoquinoline dihydrobromide). As a reaction SMILES: Cl.Cl.[NH2:3][C:4]1[CH:26]=[CH:25][C:7]([CH2:8][CH2:9][N:10]2[CH2:19][CH2:18][C:17]3[C:12](=[CH:13][C:14]([O:22]C)=[C:15]([O:20]C)[CH:16]=3)[CH:11]2[CH3:24])=[CH:6][CH:5]=1.[BrH:27]>>[BrH:27].[BrH:27].[NH2:3][C:4]1[CH:26]=[CH:25][C:7]([CH2:8][CH2:9][N:10]2[CH2:19][CH2:18][C:17]3[C:12](=[CH:13][C:14]([OH:22])=[C:15]([OH:20])[CH:16]=3)[CH:11]2[CH3:24])=[CH:6][CH:5]=1 |f:0.1.2,4.5.6|. Procedure: N-(4-Aminophenethyl)-1,2,3,4-tetrahydro-6,7-dimethoxy-1-methylisoquinoline dihydrochloride (10.0 g, 0.025 m) was dissolved in 49% HBr (25 ml) maintained under nitrogen and heated to 120° for 18 hr. after which time a white solid had precipitated. The mixture was cooled and the solid slurried with isopropanol (50 ml), stirred for 1 hr., and the solid collected by filtration. The solid was washed three times with isopropanol and vacuum dried at 100° for 48 hr. to give 8.5 g N-(4-aminophenethyl)-1,... Starting materials: C(C)(=O)C1=C(SC(=C1)C)C (3-acetyl-2,5-dimethylthiophene), N1CCOCC1 (morpholine), [S] (sulfur), C(C)O (ethanol). The product is [N-]1CCSCC1.CC=1SC(=CC1CC(=O)O)C (2,5-Dimethyl-3-thienylacetic acid thiomorpholinide). As a reaction SMILES: C([C:4]1[CH:8]=[C:7]([CH3:9])[S:6][C:5]=1[CH3:10])(=O)C.[NH:11]1[CH2:16][CH2:15][O:14]CC1.[S].C([OH:20])C>>[N-:11]1[CH2:9][CH2:7][S:6][CH2:5][CH2:4]1.[CH3:10][C:5]1[S:6][C:7]([CH3:9])=[CH:8][C:4]=1[CH2:16][C:15]([OH:14])=[O:20] |f:4.5,^3:16|. Procedure details: 10.0 g (64.8 mmol) of 3-acetyl-2,5-dimethylthiophene, 13.0 ml (13.0 g; 149 mmol) of morpholine and 3.49 g (109 mmol) of sulfur are heated under reflux for 16 hours. The mixture is cooled, poured into 20 ml of ethanol and concentrated, water is added, and the mixture is extracted with dichloromethane. Drying over magnesium sulfate, filtration and concentration gives 16.6 g of an oil which is purified by column chromatography on silica gel with dichloromethane/ethyl acetate 1:1. Starting materials: Cl.ClC1=C(C=CC(=C1N)Cl)O (2,4-dichloro-3-aminophenol hydrochloride), C(C1=CC=CC=C1)=O (benzaldehyde). Yields the product Cl.ClC1C(=CC(=C(C1=CC1=CC=CC=C1)Cl)N)O (2,4-dichloro-3-benzylidene-aminophenol hydrochloride). Reaction SMILES: [ClH:1].[Cl:2][C:3]1[C:8]([NH2:9])=[C:7]([Cl:10])[CH:6]=[CH:5][C:4]=1[OH:11].[CH:12](=O)[C:13]1[CH:18]=[CH:17][CH:16]=[CH:15][CH:14]=1>>[ClH:2].[Cl:1][CH:5]1[C:6](=[CH:12][C:13]2[CH:18]=[CH:17][CH:16]=[CH:15][CH:14]=2)[C:7]([Cl:10])=[C:8]([NH2:9])[CH:3]=[C:4]1[OH:11] |f:0.1,3.4|. Procedure details: Analogously to the procedure and data in Examples 1 and 2, 2,4-dichloro-3-aminophenol hydrochloride was reacted with benzaldehyde. The reaction product of this example of this invention had the following characteristic data: IR-spectrum (Kbr) cm-1 : 1692, 1620, 1598, 1582, 1515, 1480, 1450, 1430, 1310, 1205, 1160, 1075, 1030, 930, 905, 890, 872, 830, 805, 745, 700, 685, 650. Starting materials: CC([C@H](C)N(C(OC(C)(C)C)=O)CCC(=O)C1=CC=C(C=C1)F)(C)C ((S)-tert-butyl 3,3-dimethylbutan-2-yl(3-(4-fluorophenyl)-3-oxopropyl)carbamate), Ti(Oi-Prl)4, CC(C)(C)[S@@](=O)N ((R)-2-methylpropane-2-sulfinamide). Run in C1CCOC1 (THF), [Cl-].[Na+].O (brine). Product: C(C)(C)(C)[S@@](=O)\N=C(/CCN(C(OC(C)(C)C)=O)[C@@H](C)C(C)(C)C)\C1=CC=C(C=C1)F (tert-butyl (E)-3-((R)-tert-butylsulfinylimino)-3-(4-fluorophenyl)propyl((S)-3,3-dimethylbutan-2-yl)carbamate). Isolated yield 41.2%. RXN SMILES: [CH3:1][C:2]([CH3:25])([CH3:24])[C@@H:3]([N:5]([CH2:13][CH2:14][C:15]([C:17]1[CH:22]=[CH:21][C:20]([F:23])=[CH:19][CH:18]=1)=O)[C:6](=[O:12])[O:7][C:8]([CH3:11])([CH3:10])[CH3:9])[CH3:4].[CH3:26][C:27]([S@:30]([NH2:32])=[O:31])([CH3:29])[CH3:28]>C1COCC1.[Cl-].[Na+].O>[C:27]([S@:30](/[N:32]=[C:15](/[C:17]1[CH:22]=[CH:21][C:20]([F:23])=[CH:19][CH:18]=1)\[CH2:14][CH2:13][N:5]([C@H:3]([C:2]([CH3:25])([CH3:24])[CH3:1])[CH3:4])[C:6](=[O:12])[O:7][C:8]([CH3:11])([CH3:10])[CH3:9])=[O:31])([CH3:29])([CH3:28])[CH3:26] |f:3.4.5|. Procedure details: To a solution of (S)-tert-butyl 3,3-dimethylbutan-2-yl(3-(4-fluorophenyl)-3-oxopropyl)carbamate (1.50 g, 4.27 mmol) in dry THF (20 mL) was added Ti(Oi-Prl)4 (2.46 g, 8.55 mmol) and (R)-2-methylpropane-2-sulfinamide (1.03 g, 8.55 mmol) under N2, and the mixture was refluxed overnight. After the reaction was over, the solution was poured into 20 mL brine and filtered. The filtrate was extracted with EtOAc. The organic layer was washed with brine, dried over Na2SO4, filtered and concentrated to giv...